From a dataset of the Open Reaction Database (ORD), a public repository of structured organic reaction records. describe an organic reaction: reactants, conditions, products, and yield The reactants are pyridinium bromide perbromide, C=1C=CC2=C(C1)C3=C4C(=CC=N3)C=CN=C4C2=O (sampangine), C([O-])(O)=O.[Na+] (sodium bicarbonate). The solvent is C(Cl)(Cl)Cl (chloroform). Run at time 30 minute. Product: C1=CC=C2C(=C1)C3=NC=CC4=C3C(=NC=C4Br)C2=O (4-Bromosampangine). As a reaction SMILES: C1C=C[NH+]=CC=1.[Br:7][Br-]Br.[CH:10]1[CH:11]=[CH:12][C:13]2[C:26](=[O:27])[C:25]3[C:17]4[C:18]([CH:22]=[CH:23][N:24]=3)=[CH:19][CH:20]=[N:21][C:16]=4[C:14]=2[CH:15]=1.C(=O)(O)[O-].[Na+]>C(Cl)(Cl)Cl>[CH:10]1[CH:15]=[C:14]2[C:16]3[C:17]4[C:25]([C:26](=[O:27])[C:13]2=[CH:12][CH:11]=1)=[N:24][CH:23]=[C:22]([Br:7])[C:18]=4[CH:19]=[CH:20][N:21]=3 |f:0.1,3.4|. Procedure: A mixture of pyridinium bromide perbromide (390 mg, 1.2 mmol) and sampangine, (232 mg, 1.0 mmol) in chloroform (12 mL) was heated at reflux for 15 h. Saturated sodium bicarbonate solution (100 mL) was added to the cooled reaction and the mixture stirred vigorously for 30 min. The two layers were separated and the aqueous phase extracted with chloroform (2×30 mL). The combined organic layers were dried over potassium carbonate and concentrated to dryness. The residual solid was applied to a 2×40 ... Reactants: O=C([O-])[O-], CC(C)(C)OC(=O)N1CCc2ccc(CCI)cc2C1, O=c1cc(OCc2ccccc2)cn[nH]1, [Cs+], [Cs+], CN(C)C=O. Yields the product CC(C)(C)OC(=O)N1CCc2ccc(CCn3ncc(OCc4ccccc4)cc3=O)cc2C1. As a reaction SMILES: [C:16](=[O:17])([O-:18])[O-:19].[C:22]([CH3:23])([CH3:24])([CH3:25])[O:26][C:27](=[O:28])[N:29]1[CH2:30][c:31]2[cH:32][c:33]([CH2:39][CH2:40][I:41])[cH:34][cH:35][c:36]2[CH2:37][CH2:38]1.[CH2:1]([c:2]1[cH:3][cH:4][cH:5][cH:6][cH:7]1)[O:8][c:9]1[cH:10][c:11](=[O:15])[nH:12][n:13][cH:14]1.[Cs+:20].[Cs+:21].[O:42]=[CH:43][N:44]([CH3:45])[CH3:46]>>[CH2:1]([c:2]1[cH:3][cH:4][cH:5][cH:6][cH:7]1)[O:8][c:9]1[cH:10][c:11](=[O:15])[n:12]([CH2:40][CH2:39][c:33]2[cH:32][c:31]3[c:36]([cH:35][cH:34]2)[CH2:37][CH2:38][N:29]([C:27]([O:26][C:22]([CH3:23])([CH3:24])[CH3:25])=[O:28])[CH2:30]3)[n:13][cH:14]1. Starting materials: COc1cc(OC)nc(NC(=O)NS(=O)(=O)c2ccccc2C(=O)O)n1, [Li]C, Cl, C1CCOC1, O. Product: COc1cc(OC)nc(NC(=O)NS(=O)(=O)c2ccccc2C(C)=O)n1. RXN SMILES: [CH3:1][O:2][c:3]1[n:4][c:5]([NH:11][C:12](=[O:13])[NH:14][S:15](=[O:16])(=[O:17])[c:18]2[c:19]([C:24](=[O:25])[OH:26])[cH:20][cH:21][cH:22][cH:23]2)[n:6][c:7]([O:9][CH3:10])[cH:8]1.[CH3:27][Li:28].[ClH:30].[O:31]1[CH2:32][CH2:33][CH2:34][CH2:35]1.[OH2:29]>>[CH3:1][O:2][c:3]1[n:4][c:5]([NH:11][C:12](=[O:13])[NH:14][S:15](=[O:16])(=[O:17])[c:18]2[c:19]([C:24](=[O:26])[CH3:27])[cH:20][cH:21][cH:22][cH:23]2)[n:6][c:7]([O:9][CH3:10])[cH:8]1. The reactants are NC1C(CN(CC1C)CC1=CC=CC=C1)(CC)C (4-amino-1-benzyl-3,5-dimethyl-3-ethylpiperidine). Reagents/catalysts: [OH-].[OH-].[Pd+2] (Pd(OH)2 on carbon). Solvent: CO (methanol), [H][H] (hydrogen). Yields the product NC1C(CNCC1C)(CC)C (4-amino-3,5-dimethyl-3-ethylpiperidine). As a reaction SMILES: [NH2:1][CH:2]1[CH:7]([CH3:8])[CH2:6][N:5](CC2C=CC=CC=2)[CH2:4][C:3]1([CH3:18])[CH2:16][CH3:17]>CO.[H][H].[OH-].[OH-].[Pd+2]>[NH2:1][CH:2]1[CH:7]([CH3:8])[CH2:6][NH:5][CH2:4][C:3]1([CH3:18])[CH2:16][CH3:17] |f:3.4.5|. Reported procedure: A mixture of 20% Pd(OH)2 on carbon (0.4 g) and 4-amino-1-benzyl-3,5-dimethyl-3-ethylpiperidine (2.2 g, 8.9 mmol) in methanol (15 ml) was stirred in hydrogen atmosphere (1 atm.) at 60° C. for 10 hr. The catalyst was filtered off, washed with methanol and filtrate was concentrated to dryness to afford 4-amino-3,5-dimethyl-3-ethylpiperidine as a semi solid. Yield 1.1 g (79%), C9H20N2, m/z 157(M+1). Reactants: Tetrakis(triphenyl-phosphine)palladium, BrCC1=CC(=CC=C1)OC1=CC=CC=C1 (α-bromo-3-phenoxytoluene), ClC1=CC=C(C=C1)C(/C(=C\F)/F)CCOC (1-chloro-4-[(2E)-2,3-difluoro-1-(2-methoxyethyl)-2-propenyl]benzene), C(CCC)[Li] (n-butyllithium), solution. Reagents/catalysts: [Cl-].[Zn+2].[Cl-] (zinc chloride). The solvent is O1CCCC1 (tetrahydrofuran), O1CCCC1 (tetrahydrofuran), O1CCCC1 (tetrahydrofuran), CCCCCC (hexane). Reaction conditions: time 1 hour. Product: ClC1=CC=C(C=C1)C(\C(=C(\CC1=CC(=CC=C1)OC1=CC=CC=C1)/F)\F)CCOC (1-[(2E)-4-(4-Chlorophenyl)-2,3-difluoro-6-methoxy-2-hexenyl]-3-phenoxybenzene). Isolated yield 31.5%. Reaction SMILES: [Cl:1][C:2]1[CH:7]=[CH:6][C:5]([CH:8]([CH2:13][CH2:14][O:15][CH3:16])/[C:9](/[F:12])=[CH:10]\[F:11])=[CH:4][CH:3]=1.C([Li])CCC.Br[CH2:23][C:24]1[CH:29]=[CH:28][CH:27]=[C:26]([O:30][C:31]2[CH:36]=[CH:35][CH:34]=[CH:33][CH:32]=2)[CH:25]=1>O1CCCC1.CCCCCC.[Cl-].[Zn+2].[Cl-]>[Cl:1][C:2]1[CH:3]=[CH:4][C:5]([CH:8]([CH2:13][CH2:14][O:15][CH3:16])/[C:9](/[F:12])=[C:10](\[F:11])/[CH2:23][C:24]2[CH:29]=[CH:28][CH:27]=[C:26]([O:30][C:31]3[CH:36]=[CH:35][CH:34]=[CH:33][CH:32]=3)[CH:25]=2)=[CH:6][CH:7]=1 |f:5.6.7|. Procedure: To a stirred solution of 1-chloro-4-[(2E)-2,3-difluoro-1-(2-methoxyethyl)-2-propenyl]benzene (0.87 g, 3.52 mmol) in tetrahydrofuran (10 ml) under nitrogen at −65° C. was added n-butyllithium (1.1 ml of a 2.5 M solution in hexane, 2.75 mmol). To this mixture was added zinc chloride (5.3 ml of 0.5 M in tetrahydrofuran, 2.65 mmol) and the resulting mixture was stirred for one hour. Tetrakis(triphenyl-phosphine)palladium (0.066 g, 0.057 mmol) in tetrahydrofuran (1 ml) was added, followed by α-bromo-... The reactants are CC(=O)OC(C)=O, Nc1cc(C#Cc2cncc(Cl)c2)ccc1F, c1ccncc1. Yields the product CC(=O)Nc1cc(C#Cc2cncc(Cl)c2)ccc1F. RXN SMILES: [CH3:1][C:2]([O:3][C:5]([CH3:6])=[O:7])=[O:4].[Cl:8][c:9]1[cH:10][c:11]([C:15]#[C:16][c:17]2[cH:18][cH:19][c:20]([F:24])[c:21]([NH2:23])[cH:22]2)[cH:12][n:13][cH:14]1.[cH:25]1[cH:26][cH:27][n:28][cH:29][cH:30]1>>[C:5]([CH3:6])(=[O:7])[NH:23][c:21]1[c:20]([F:24])[cH:19][cH:18][c:17]([C:16]#[C:15][c:11]2[cH:10][c:9]([Cl:8])[cH:14][n:13][cH:12]2)[cH:22]1. Starting materials: CC(=O)OC(C)=O, CCOC(=O)c1cncnc1N. Product: CCOC(=O)c1cncnc1NC(C)=O. As a reaction SMILES: [CH3:13][C:14](=[O:15])[O:16][C:17](=[O:18])[CH3:19].[NH2:1][c:2]1[n:3][cH:4][n:5][cH:6][c:7]1[C:8](=[O:9])[O:10][CH2:11][CH3:12]>>[NH:1]([c:2]1[n:3][cH:4][n:5][cH:6][c:7]1[C:8](=[O:9])[O:10][CH2:11][CH3:12])[C:14]([CH3:13])=[O:15].